This data is from the Open Reaction Database (ORD), a public repository of structured organic reaction records. The task is: describe an organic reaction: reactants, conditions, products, and yield The reactants are BrC1=C(N(N=C1)C)C=1C=C(C=CC1OC)N (3-(4-Bromo-2-methyl-2H-pyrazol-3-yl)-4-methoxy-phenylamine), ClC1=C(C=CC(=C1)Cl)N=C=O (2,4-dichlorophenyl isocyanate). The solvent is C(Cl)Cl (CH2Cl2). The product is BrC1=C(N(N=C1)C)C=1C=C(C=CC1OC)NC(=O)NC1=C(C=C(C=C1)Cl)Cl (1-[3-(4-Bromo-2-methyl-2H-pyrazol-3-yl)-4-methoxy-phenyl]-3-(2,4-dichloro-phenyl)-urea). Isolated yield 69.1%. RXN SMILES: [Br:1][C:2]1[CH:6]=[N:5][N:4]([CH3:7])[C:3]=1[C:8]1[CH:9]=[C:10]([NH2:16])[CH:11]=[CH:12][C:13]=1[O:14][CH3:15].[Cl:17][C:18]1[CH:23]=[C:22]([Cl:24])[CH:21]=[CH:20][C:19]=1[N:25]=[C:26]=[O:27]>C(Cl)Cl>[Br:1][C:2]1[CH:6]=[N:5][N:4]([CH3:7])[C:3]=1[C:8]1[CH:9]=[C:10]([NH:16][C:26]([NH:25][C:19]2[CH:20]=[CH:21][C:22]([Cl:24])=[CH:23][C:18]=2[Cl:17])=[O:27])[CH:11]=[CH:12][C:13]=1[O:14][CH3:15]. Procedure details: 3-(4-Bromo-2-methyl-2H-pyrazol-3-yl)-4-methoxy-phenylamine (0.031 g, 0.11 mmol) was treated with 2,4-dichlorophenyl isocyanate (0.021 g, 0.11 mmol, 1.0 equiv.) in CH2Cl2 (2 mL), in a similar manner as described in Example 1.2 to afford Compound 3 (0.036 g, 0.076 mmol, 69%) as a white solid. LCMS m/z (%)=469 (M+H79Br35Cl35Cl, 60), 471 (M+H79Br35Cl37Cl&81Br35Cl35Cl, 100), 473 (M+H81Br35Cl37Cl79Br37Cl37Cl, 54), 475 (M+H81Br37Cl37Cl, 4), 1H NMR (400 MHz, acetone-d6) δ: 8.81 (s, 1H), 8.36 (d, J=9.0 H... Starting materials: [Br-], CON(C)C(=O)c1cnn(COCC[Si](C)(C)C)c1, C[Mg+], [Cl-], [NH4+], C1CCOC1. Yields the product CC(=O)c1cnn(COCC[Si](C)(C)C)c1. RXN SMILES: [Br-:20].[CH3:1][O:2][N:3]([C:4](=[O:5])[c:6]1[cH:7][n:8][n:9]([CH2:11][O:12][CH2:13][CH2:14][Si:15]([CH3:16])([CH3:17])[CH3:18])[cH:10]1)[CH3:19].[CH3:21][Mg+:22].[Cl-:23].[NH4+:24].[O:25]1[CH2:26][CH2:27][CH2:28][CH2:29]1>>[C:4](=[O:5])([c:6]1[cH:7][n:8][n:9]([CH2:11][O:12][CH2:13][CH2:14][Si:15]([CH3:16])([CH3:17])[CH3:18])[cH:10]1)[CH3:21]. The reactants are CCO, COC(=O)CCN(C)C, NN. The product is CN(C)CCC(=O)NN. Reaction SMILES: [CH3:12][CH2:13][OH:14].[CH3:1][N:2]([CH2:3][CH2:4][C:5](=[O:6])[O:7][CH3:8])[CH3:9].[NH2:10][NH2:11]>>[CH3:1][N:2]([CH2:3][CH2:4][C:5](=[O:6])[NH:11][NH2:10])[CH3:9]. The reactants are CC(C)=O, CCCCCC(O)CCC1C(OC2CCCCO2)CC(OC2CCCCO2)C1CC(=O)C(F)CCCC(=O)OC. Product: CCCCCC(=O)CCC1C(OC2CCCCO2)CC(OC2CCCCO2)C1CC(=O)C(F)CCCC(=O)OC. RXN SMILES: [CH3:41][C:42](=[O:43])[CH3:44].[F:1][CH:2]([CH2:3][CH2:4][CH2:5][C:6](=[O:7])[O:8][CH3:9])[C:10]([CH2:11][CH:12]1[CH:13]([CH2:31][CH2:32][CH:33]([CH2:34][CH2:35][CH2:36][CH2:37][CH3:38])[OH:39])[CH:14]([O:24][CH:25]2[O:26][CH2:27][CH2:28][CH2:29][CH2:30]2)[CH2:15][CH:16]1[O:17][CH:18]1[O:19][CH2:20][CH2:21][CH2:22][CH2:23]1)=[O:40]>>[F:1][CH:2]([CH2:3][CH2:4][CH2:5][C:6](=[O:7])[O:8][CH3:9])[C:10]([CH2:11][CH:12]1[CH:13]([CH2:31][CH2:32][C:33]([CH2:34][CH2:35][CH2:36][CH2:37][CH3:38])=[O:39])[CH:14]([O:24][CH:25]2[O:26][CH2:27][CH2:28][CH2:29][CH2:30]2)[CH2:15][CH:16]1[O:17][CH:18]1[O:19][CH2:20][CH2:21][CH2:22][CH2:23]1)=[O:40].